describe an organic reaction: reactants, conditions, products, and yield From a dataset of the Open Reaction Database (ORD), a public repository of structured organic reaction records. Run in [N+](=O)(O)[O-] (nitric acid). The product is C(C1=CC=CC=C1)OC(=O)N1CCC(CC1)N1N=NC=C1C (N-Benzyloxycarbonyl-4-(4-methyltriazol-3-yl)piperidine). Reported procedure: The compound of step (ii) (225 g) was dissolved by adding portions of 15-20 g to concentrated nitric acid (10M, 500 ml) on an ice bath with stirring. The mixture was stirred for 1 hr and poured onto an ice-cold solution of KOH (600 g) with continuous addition of ice. Then the reaction mixture was divided into 4 portions and each portion of 500 ml was extracted with 300 ml of chloroform. The combined organic layers were dried with anhydrous sodium sulfate and then evaporated in vacuo to give the ... As a reaction SMILES: [CH2:1]([O:8][C:9]([N:11]1[CH2:16][CH2:15][CH:14]([N:17]2[C:21]([CH3:22])=[C:20](S)[N:19]=[N:18]2)[CH2:13][CH2:12]1)=[O:10])[C:2]1[CH:7]=[CH:6][CH:5]=[CH:4][CH:3]=1.[OH-].[K+]>[N+]([O-])(O)=O>[CH2:1]([O:8][C:9]([N:11]1[CH2:16][CH2:15][CH:14]([N:17]2[C:21]([CH3:22])=[CH:20][N:19]=[N:18]2)[CH2:13][CH2:12]1)=[O:10])[C:2]1[CH:3]=[CH:4][CH:5]=[CH:6][CH:7]=1 |f:1.2|. The reactants are C(C1=CC=CC=C1)OC(=O)N1CCC(CC1)N1N=NC(=C1C)S (N-Benzyloxycarbonyl-4-(5-mercapto-4-methyltriazol-3-yl)piperidine), ice, [OH-].[K+] (KOH). The reactants are COc1ccc(C(C)C#N)cc1CNC1CCCN(C(=O)OC(C)(C)C)C1c1ccccc1, COc1ccc(C(C)(C)C2SCCS2)cc1C=O, CC(C)(C)OC(=O)N1CCCC(N)C1c1ccccc1. Yields the product COc1ccc(C(C)(C)C2SCCS2)cc1CNC1CCCN(C(=O)OC(C)(C)C)C1c1ccccc1. Reaction SMILES: [C:39]([O:40][C:41]([N:42]1[CH2:43][CH2:44][CH2:45][CH:46]([NH:47][CH2:48][c:49]2[cH:50][c:51]([CH:52]([C:53]#[N:54])[CH3:55])[cH:56][cH:57][c:58]2[O:59][CH3:60])[CH:61]1[c:62]1[cH:63][cH:64][cH:65][cH:66][cH:67]1)=[O:68])([CH3:69])([CH3:70])[CH3:71].[CH3:1][O:2][c:3]1[c:4]([CH:5]=[O:6])[cH:7][c:8]([C:11]([CH3:12])([CH3:13])[CH:14]2[S:15][CH2:16][CH2:17][S:18]2)[cH:9][cH:10]1.[NH2:19][CH:20]1[CH:21]([c:33]2[cH:34][cH:35][cH:36][cH:37][cH:38]2)[N:22]([C:26](=[O:27])[O:28][C:29]([CH3:30])([CH3:31])[CH3:32])[CH2:23][CH2:24][CH2:25]1>>[CH3:1][O:2][c:3]1[c:4]([CH2:5][NH:19][CH:20]2[CH:21]([c:33]3[cH:34][cH:35][cH:36][cH:37][cH:38]3)[N:22]([C:26](=[O:27])[O:28][C:29]([CH3:30])([CH3:31])[CH3:32])[CH2:23][CH2:24][CH2:25]2)[cH:7][c:8]([C:11]([CH3:12])([CH3:13])[CH:14]2[S:15][CH2:16][CH2:17][S:18]2)[cH:9][cH:10]1.